From a dataset of the Open Reaction Database (ORD), a public repository of structured organic reaction records. describe an organic reaction: reactants, conditions, products, and yield The reactants are BrC1=CN=C2N1C=C(C=C2)CC2=CN=C1N2N=C(C=C1)C=1C=NN(C1)C (3-(3-Bromo-imidazo[1,2-a]pyridin-6-ylmethyl)-6-(1-methyl-1H-pyrazol-4-yl)-imidazo[1,2-b]pyridazine), C(CCC)[Sn](C=C)(CCCC)CCCC (tributyl(vinyl)tin). Reagents/catalysts: C=1C=CC(=CC1)[P](C=2C=CC=CC2)(C=3C=CC=CC3)[Pd]([P](C=4C=CC=CC4)(C=5C=CC=CC5)C=6C=CC=CC6)([P](C=7C=CC=CC7)(C=8C=CC=CC8)C=9C=CC=CC9)[P](C=1C=CC=CC1)(C=1C=CC=CC1)C=1C=CC=CC1 (tetrakis(triphenylphosphine)palladium). The solvent is O1CCOCC1 (dioxane). Run at temperature 150 celsius. The product is CN1N=CC(=C1)C=1C=CC=2N(N1)C(=CN2)CC=2C=CC=1N(C2)C(=CN1)C=C (6-(1-Methyl-1H-pyrazol-4-yl)-3-(3-vinyl-imidazo[1,2-a]pyridin-6-ylmethyl)-imidazo[1,2-b]pyridazine). Reaction SMILES: Br[C:2]1[N:6]2[CH:7]=[C:8]([CH2:11][C:12]3[N:16]4[N:17]=[C:18]([C:21]5[CH:22]=[N:23][N:24]([CH3:26])[CH:25]=5)[CH:19]=[CH:20][C:15]4=[N:14][CH:13]=3)[CH:9]=[CH:10][C:5]2=[N:4][CH:3]=1.[CH2:27]([Sn](CCCC)(CCCC)C=C)[CH2:28]CC>O1CCOCC1.C1C=CC([P]([Pd]([P](C2C=CC=CC=2)(C2C=CC=CC=2)C2C=CC=CC=2)([P](C2C=CC=CC=2)(C2C=CC=CC=2)C2C=CC=CC=2)[P](C2C=CC=CC=2)(C2C=CC=CC=2)C2C=CC=CC=2)(C2C=CC=CC=2)C2C=CC=CC=2)=CC=1>[CH3:26][N:24]1[CH:25]=[C:21]([C:18]2[CH:19]=[CH:20][C:15]3[N:16]([C:12]([CH2:11][C:8]4[CH:9]=[CH:10][C:5]5[N:6]([C:2]([CH:27]=[CH2:28])=[CH:3][N:4]=5)[CH:7]=4)=[CH:13][N:14]=3)[N:17]=2)[CH:22]=[N:23]1 |^1:51,53,72,91|. Reported procedure: 3-(3-Bromo-imidazo[1,2-a]pyridin-6-ylmethyl)-6-(1-methyl-1H-pyrazol-4-yl)-imidazo[1,2-b]pyridazine (Example 296, 50 mg, 0.122 mmol) was dissolved in dioxane (0.5 mL) in a microwave reactor. Then tributyl(vinyl)tin (36.9 μL, 0.122 mmol) and tetrakis(triphenylphosphine)palladium (1.4 mg, 0.001 mmol) were introduced. The RM was heated at 150° C. for 30 min under microwave irradiations. The solvent was removed and The residue was purified by preparative HPLC with acetonitrile and water (+0.1% TFA). ...